Dataset: the Open Reaction Database (ORD), a public repository of structured organic reaction records. Task: describe an organic reaction: reactants, conditions, products, and yield Reactants: C1(=CC=CC=C1)C=1C=C2C(=NC1)NC(=N2)CCC2CCCCC(N2)=O (7-[2-(6-phenyl-3H-imidazo[4,5-b]pyridin-2-yl)-ethyl]-azepan-2-one), C1(=CC=CC=C1)C=1C=C2C(=NC1)NC(=N2)CCC2CCCCC(N2)=O (7-[2-(6-phenyl-3H-imidazo[4,5-b]pyridin-2-yl)-ethyl]-azepan-2-one), BrC=1C=C2C(=NC1)NC(=N2)CCC2CCCCC(N2)=O (7-[2-(6-bromo-3H-imidazo[4,5-b]pyridin-2-yl)-ethyl]-azepan-2-one), BrC=1C=C2C(=NC1)NC(=N2)CCC2CCCCC(N2)=O (7-[2-(6-bromo-3H-imidazo[4,5-b]pyridin-2-yl)-ethyl]-azepan-2-one), CN(S(=O)(=O)C1=CC=C(C=C1)B1OC(C(O1)(C)C)(C)C)C (N,N-dimethyl-4-(4,4,5,5-tetramethyl-[1,3,2]dioxaborolan-2-yl)-benzenesulfonamide), CN(S(=O)(=O)C1=CC=C(C=C1)B1OC(C(O1)(C)C)(C)C)C (N,N-dimethyl-4-(4,4,5,5-tetramethyl-[1,3,2]dioxaborolan-2-yl)-benzenesulfonamide), trans-dichloro-bis(tricyclohexyl-phosphine) palladium(II). Run in C([O-])([O-])=O.[Na+].[Na+] (sodium carbonate). Yields the product CN(S(=O)(=O)C1=CC=C(C=C1)C=1C=C2C(=NC1)NC(=N2)CCC2NC(CCCC2)=O)C (N,N-Dimethyl-4-{2-[2-(7-oxo-azepan-2-yl)-ethyl]-3H-imidazo[4,5-b]pyridin-6-yl}-benzenesulfonamide). RXN SMILES: [C:1]1([C:7]2[CH:8]=[C:9]3[N:15]=[C:14]([CH2:16][CH2:17][CH:18]4[NH:24][C:23](=[O:25])[CH2:22][CH2:21][CH2:20][CH2:19]4)[NH:13][C:10]3=[N:11][CH:12]=2)[CH:6]=[CH:5][CH:4]=[CH:3][CH:2]=1.BrC1C=C2N=C(CCC3NC(=O)CCCC3)NC2=NC=1.[CH3:46][N:47]([CH3:66])[S:48](C1C=CC(B2OC(C)(C)C(C)(C)O2)=CC=1)(=[O:50])=[O:49]>C(=O)([O-])[O-].[Na+].[Na+]>[CH3:46][N:47]([CH3:66])[S:48]([C:4]1[CH:3]=[CH:2][C:1]([C:7]2[CH:8]=[C:9]3[N:15]=[C:14]([CH2:16][CH2:17][CH:18]4[CH2:19][CH2:20][CH2:21][CH2:22][C:23](=[O:25])[NH:24]4)[NH:13][C:10]3=[N:11][CH:12]=2)=[CH:6][CH:5]=1)(=[O:50])=[O:49] |f:3.4.5|. Reported procedure: The title compound is analogously synthesized as described for 7-[2-(6-phenyl-3H-imidazo[4,5-b]pyridin-2-yl)-ethyl]-azepan-2-one (compound B1) from 100 mg of 7-[2-(6-bromo-3H-imidazo[4,5-b]pyridin-2-yl)-ethyl]-azepan-2-one (compound C1), 890 μl of aqueous sodium carbonate solution (strength 2.0 M), 138 mg N,N-dimethyl-4-(4,4,5,5-tetramethyl-[1,3,2]dioxaborolan-2-yl)-benzenesulfonamide (compound C2), and 26 mg of trans-dichloro-bis(tricyclohexyl-phosphine)-palladium(II) at 160° C. for 30 min (mic... The reactants are [BH4-], CO, [Na+], O=C(c1ccc(Cl)cc1)C(Cc1ccc(Cl)cc1Cl)n1cncn1. Product: OC(c1ccc(Cl)cc1)C(Cc1ccc(Cl)cc1Cl)n1cncn1. As a reaction SMILES: [BH4-:1].[CH3:27][OH:28].[Na+:2].[n:3]1([CH:8]([C:9](=[O:10])[c:11]2[cH:12][cH:13][c:14]([Cl:17])[cH:15][cH:16]2)[CH2:18][c:19]2[c:20]([Cl:26])[cH:21][c:22]([Cl:25])[cH:23][cH:24]2)[n:4][cH:5][n:6][cH:7]1>>[n:3]1([CH:8]([CH:9]([OH:10])[c:11]2[cH:12][cH:13][c:14]([Cl:17])[cH:15][cH:16]2)[CH2:18][c:19]2[c:20]([Cl:26])[cH:21][c:22]([Cl:25])[cH:23][cH:24]2)[n:4][cH:5][n:6][cH:7]1. Starting materials: CC1(OC2C(O1)OC(C2)COC(C2=CC=CC=C2)=O)C (Benzoic acid 2,2-dimethyl-tetrahydro-furo[2,3-d][1,3]dioxol-5-ylmethyl ester), C[O-].[Na+] (NaOMe), Cl (HCl). Run in CO (MeOH). Reaction conditions: time 30 minute. Yields the product CC1(OC2C(O1)OC(C2)CO)C ((2,2-Dimethyl-tetrahydro-furo[2,3-d][1,3]dioxol-5-yl)-methanol). The yield is 59.4%. RXN SMILES: [CH3:1][C:2]1([CH3:20])[O:6][CH:5]2[O:7][CH:8]([CH2:10][O:11]C(=O)C3C=CC=CC=3)[CH2:9][CH:4]2[O:3]1.C[O-].[Na+].Cl>CO>[CH3:1][C:2]1([CH3:20])[O:6][CH:5]2[O:7][CH:8]([CH2:10][OH:11])[CH2:9][CH:4]2[O:3]1 |f:1.2|. Procedure details: Compound 9.4 (11.0 g, 39.6 mmol) in MeOH (100 mL) at 0° C. was treated with NaOMe (4.3 M in MeOH, 3 mL, 20 mmol) and stirred for 30 min. The mixture was warmed to ambient temperature and stirred for 1 h. The mixture was cooled to 0° C. and treated with 1 N HCl (10 mL) then concentrated under reduced pressure. The residue was dissolved in EtOAc (100 mL) and stirred for 30 minutes, dried over MgSO4, filtered, and concentrated in vacuo. The residue was subjected to a silica gel column chromatograph... Starting materials: O=C1CCC(=O)N1Br, O=C(OOC(=O)c1ccccc1)c1ccccc1, ClC(Cl)(Cl)Cl, Cc1ccccc1C(=O)c1ccccc1. Product: O=C(c1ccccc1)c1ccccc1CBr. Reaction SMILES: [Br:16][N:17]1[C:18](=[O:19])[CH2:20][CH2:21][C:22]1=[O:23].[C:24]([O:25][O:26][C:27](=[O:28])[c:29]1[cH:30][cH:31][cH:32][cH:33][cH:34]1)(=[O:35])[c:36]1[cH:37][cH:38][cH:39][cH:40][cH:41]1.[C:42]([Cl:43])([Cl:44])([Cl:45])[Cl:46].[CH3:1][c:2]1[c:3]([C:4](=[O:5])[c:6]2[cH:7][cH:8][cH:9][cH:10][cH:11]2)[cH:12][cH:13][cH:14][cH:15]1>>[CH2:1]([c:2]1[c:3]([C:4](=[O:5])[c:6]2[cH:7][cH:8][cH:9][cH:10][cH:11]2)[cH:12][cH:13][cH:14][cH:15]1)[Br:16]. Reactants: CO, [H][H], CC(=O)Nc1ccc(C(=O)NCc2ccccn2)cc1[N+](=O)[O-]. The product is CC(=O)Nc1ccc(C(=O)NCc2ccccn2)cc1N. RXN SMILES: [CH3:26][OH:27].[H:24][H:25].[n:1]1[c:2]([CH2:7][NH:8][C:9]([c:10]2[cH:11][c:12]([N+:20]([O-:21])=[O:22])[c:13]([NH:16][C:17]([CH3:18])=[O:19])[cH:14][cH:15]2)=[O:23])[cH:3][cH:4][cH:5][cH:6]1>>[n:1]1[c:2]([CH2:7][NH:8][C:9]([c:10]2[cH:11][c:12]([NH2:20])[c:13]([NH:16][C:17]([CH3:18])=[O:19])[cH:14][cH:15]2)=[O:23])[cH:3][cH:4][cH:5][cH:6]1. Starting materials: CC(C)I, CC1(C)OC(=O)c2cc(O)ccc2O1. Yields the product CC(C)Oc1ccc2c(c1)C(=O)OC(C)(C)O2. Reaction SMILES: [I:15][CH:16]([CH3:17])[CH3:18].[OH:1][c:2]1[cH:3][cH:4][c:5]2[c:6]([cH:14]1)[C:7](=[O:13])[O:8][C:9]([CH3:11])([CH3:12])[O:10]2>>[O:1]([c:2]1[cH:3][cH:4][c:5]2[c:6]([cH:14]1)[C:7](=[O:13])[O:8][C:9]([CH3:11])([CH3:12])[O:10]2)[CH:16]([CH3:17])[CH3:18].